This data is from the Open Reaction Database (ORD), a public repository of structured organic reaction records. The task is: describe an organic reaction: reactants, conditions, products, and yield Reactants: IC (iodomethane), [H-].[Na+] (sodium hydride), O1CCCC1 (tetrahydrofuran), CC(CC(CC(C)=O)=O)C (6-methyl-2,4-heptandione). The solvent is O (water). Conditions: time 0.5 hour. The product is CC(C(C)=O)C(CC(C)C)=O (3,6-dimethyl-2,4-heptandione). The yield is 94.0%. As a reaction SMILES: [H-].[Na+].O1CCC[CH2:4]1.[CH3:8][CH:9]([CH3:17])[CH2:10][C:11](=[O:16])[CH2:12][C:13](=[O:15])[CH3:14].IC>O>[CH3:4][CH:12]([C:11](=[O:16])[CH2:10][CH:9]([CH3:17])[CH3:8])[C:13](=[O:15])[CH3:14] |f:0.1|. Procedure: To 0.1 mol sodium hydride was added 100 ml anhydrous tetrahydrofuran, then added slowly dropwise 0.1 mol 6-methyl-2,4-heptandione at room temperature. The reaction was stirred for 0.5 hours, then 0.12 mol iodomethane was added dropwise and the reaction was stirred at room temperature for further 10 hours. Upon completing the reaction, 20 ml water was added. The mixture was extracted with ethyl acetate. After removing the solvent, distillation under reduced pressure gave a cut fraction 88-9° C./1... Procedure details: To a solution of (5-benzyloxy-pyridin-2-yl)-methanol described in Preparation Example 183 (2.00 g, 9.29 mmol) in tetrahydrofuran (40 mL) were added phthalimide (1.50 g, 10.2 mmol), triphenylphosphine (2.92 g, 11.1 mmol) and diethyl azodicarboxylate (5.08 mL, 11.1 mmol, 40% toluene solution) at 0° C., and the solution was stirred at room temperature for 2 hours. The reaction solution was partitioned in water and ethyl acetate. The organic layer was separated, washed with brine and dried over anhy... Reaction conditions: time 2 hour. Run in O1CCCC1 (tetrahydrofuran). As a reaction SMILES: [CH2:1]([O:8][C:9]1[CH:10]=[CH:11][C:12]([CH2:15]O)=[N:13][CH:14]=1)[C:2]1[CH:7]=[CH:6][CH:5]=[CH:4][CH:3]=1.[C:17]1(=[O:27])[NH:21][C:20](=[O:22])[C:19]2=[CH:23][CH:24]=[CH:25][CH:26]=[C:18]12.C1(P(C2C=CC=CC=2)C2C=CC=CC=2)C=CC=CC=1.N(C(OCC)=O)=NC(OCC)=O>O1CCCC1>[CH2:1]([O:8][C:9]1[CH:10]=[CH:11][C:12]([CH2:15][N:21]2[C:17](=[O:27])[C:18]3[C:19](=[CH:23][CH:24]=[CH:25][CH:26]=3)[C:20]2=[O:22])=[N:13][CH:14]=1)[C:2]1[CH:3]=[CH:4][CH:5]=[CH:6][CH:7]=1. Starting materials: C(C1=CC=CC=C1)OC=1C=CC(=NC1)CO ((5-benzyloxy-pyridin-2-yl)-methanol), Example 183, C1(C=2C(C(N1)=O)=CC=CC2)=O (phthalimide), C1(=CC=CC=C1)P(C1=CC=CC=C1)C1=CC=CC=C1 (triphenylphosphine), N(=NC(=O)OCC)C(=O)OCC (diethyl azodicarboxylate). Product: C(C1=CC=CC=C1)OC=1C=CC(=NC1)CN1C(C2=CC=CC=C2C1=O)=O (2-(5-Benzyloxy-pyridin-2-ylmethyl)-isoindol-1,3-dione).